From a dataset of the Open Reaction Database (ORD), a public repository of structured organic reaction records. describe an organic reaction: reactants, conditions, products, and yield RXN SMILES: [C:27].[CH2:1]([CH3:2])[CH:3]([CH2:4][CH3:5])[NH:6][c:7]1[c:8]([N+:24]([O-:25])=[O:26])[c:9]([NH:14][c:15]2[c:16]([CH3:23])[cH:17][c:18]([CH3:22])[cH:19][c:20]2[CH3:21])[n:10][c:11]([CH3:13])[cH:12]1.[CH3:29][CH2:30][OH:31].[Pd:28]>>[CH2:1]([CH3:2])[CH:3]([CH2:4][CH3:5])[NH:6][c:7]1[c:8]([NH2:24])[c:9]([NH:14][c:15]2[c:16]([CH3:23])[cH:17][c:18]([CH3:22])[cH:19][c:20]2[CH3:21])[n:10][c:11]([CH3:13])[cH:12]1. Reactants: C, CCC(CC)Nc1cc(C)nc(Nc2c(C)cc(C)cc2C)c1[N+](=O)[O-], CCO, [Pd]. Product: CCC(CC)Nc1cc(C)nc(Nc2c(C)cc(C)cc2C)c1N. Starting materials: I(=O)(=O)(=O)[O-].[Na+] (sodium periodate), O (water), C(CO)O (Ethylene glycol), C([O-])(O)=O.[Na+] (Sodium bicarbonate), C[C@H]1[C@H]2C=C[C@@]3(CO3)[C@](O2)(O[C@@H]1[C@H](C)/C=C(\C)/C=C/C(=C\4/C(=O)[C@@H](N(C4=O)[C@@H]5CC[C@@H]([C@@H](O5)C)O)[C@H](C)C(=O)NC)/O)C (streptolydigin), O (water), O (water). The solvent is C(C)(C)(C)O (t-butyl alcohol). Run at temperature 5 celsius. Yields the product C[C@@H]1[C@@H]2C=C[C@]3(CO3)[C@@](O2)(O[C@H]1[C@H](C)/C=C(\C)/C=C/C(=O)O)C (streptolic acid). Reaction SMILES: [C:1](=[O:4])(O)[O-:2].[Na+].[CH3:6][C@@H:7]1[C@@H:17]([C@@H:18](/[CH:20]=[C:21](/[CH:23]=[CH:24]/C(/O)=C2/C([C@H]([C@@H](C(NC)=O)C)N([C@H]3O[C@@H](C)[C@@H](O)CC3)C/2=O)=O)\[CH3:22])[CH3:19])O[C@@]2(C)[O:15][C@@H:8]1[CH:9]=[CH:10][C@@:11]12O[CH2:12]1.I([O-])(=O)(=O)=O.[Na+].[CH2:55]([OH:58])[CH2:56]O.[OH2:59]>C(O)(C)(C)C>[CH3:6][C@H:7]1[C@H:17]([C@@H:18](/[CH:20]=[C:21](/[CH:23]=[CH:24]/[C:1]([OH:2])=[O:4])\[CH3:22])[CH3:19])[O:58][C@:55]2([CH3:56])[O:15][C@H:8]1[CH:9]=[CH:10][C@:11]12[O:59][CH2:12]1 |f:0.1,3.4|. Procedure: Sodium bicarbonate (0.54 g, 6.43 mmol) in water (10 mL) was added to a stirred solution of streptolydigin (3.86 g, 6.43 mmol) in t-butyl alcohol (600 mL) and deionized water (400 mL). The solution was cooled to 5° C., a solution of sodium periodate (24 g) in water (1100 mL) was added and the temperature was maintained at 5° C. for 27 h, while the reaction mixture was protected from light. Ethylene glycol (16 mL) was added and the solution was extracted with ether, dried and concentrated. The cru... Starting materials: [Li]CCCC (n-BuLi), [Na+].[Cl-] (NaCl), FC1=CC=C(C(=O)N(C)OC)C=C1 (4-Fluoro-N-methoxy-N-methylbenzamide), C(C)(C)NC(C)C (diisopropylamine), ClC1=NC=CC(=C1)C (2-chloro-4-methylpyridine). Solvent: C1CCOC1 (THF), C1CCOC1 (THF), C(C)(=O)OCC (ethyl acetate). Conditions: temperature -50 celsius, time 55 minute. Yields the product ClC1=NC=CC(=C1)CC(=O)C1=CC=C(C=C1)F (2-(2-Chloropyridin-4-yl)-1-(4-fluorophenyl)ethanone). As a reaction SMILES: [Li]CCCC.C(NC(C)C)(C)C.[Cl:13][C:14]1[CH:19]=[C:18]([CH3:20])[CH:17]=[CH:16][N:15]=1.[F:21][C:22]1[CH:33]=[CH:32][C:25]([C:26](N(OC)C)=[O:27])=[CH:24][CH:23]=1.[Na+].[Cl-]>C(OCC)(=O)C.C1COCC1>[Cl:13][C:14]1[CH:19]=[C:18]([CH2:20][C:26]([C:25]2[CH:32]=[CH:33][C:22]([F:21])=[CH:23][CH:24]=2)=[O:27])[CH:17]=[CH:16][N:15]=1 |f:4.5|. Procedure: n-BuLi (15% strength solution in n-hexane, 45 ml, 104 mmol) was added dropwise to a solution, cooled to −85° C., of diisopropylamine (15 ml, 106 mmol) in abs. THF (150 ml) in a double-necked flask which had been dried by heating and flushed with argon: temperature increase to −50° C. After the addition had ended, the light-yellow solution was stirred at −85° C for 55 min. At −85° C., a solution of 2-chloro-4-methylpyridine (2-chloro-γ-picoline, 8.6 g; 68 mmol) in abs. THF (75 ml) was added dropw... The reactants are CN(C)C=O, O=C(O)c1snc(Cl)c1Cl, O=S(Cl)Cl. Yields the product O=C(Cl)c1snc(Cl)c1Cl. RXN SMILES: [CH3:15][N:16]([CH3:17])[CH:18]=[O:19].[Cl:5][c:6]1[n:7][s:8][c:9]([C:12](=[O:13])[OH:14])[c:10]1[Cl:11].[S:1]([Cl:2])([Cl:3])=[O:4]>>[Cl:3][C:12]([c:9]1[s:8][n:7][c:6]([Cl:5])[c:10]1[Cl:11])=[O:14]. Reactants: C([O-])(O)=O.[Na+] (sodium bicarbonate), O1CCNCC12CCN(CC2)CC=2C=C(CCOCCC(=O)N(C1CCCCC1)CCN(C(OC(C)(C)C)=O)CCC1=CC=C(C3=C1OCC(N3)=O)O)C=CC2 (tert-Butyl 2-(3-(3-(1-oxa-4,9-diazaspiro[5.5]undecan-9-ylmethyl)phenethoxy)-N-cyclohexylpropanamido)ethyl(2-(5-hydroxy-3-oxo-3,4-dihydro-2H-benzo[b][1,4]oxazin-8-yl)ethyl)carbamate), [Si](C)(C)(C(C)(C)C)Cl (tert-butyldimethylsilyl chloride), CCN(C(C)C)C(C)C (Hunig's base). Solvent: CN1CCCC1=O (NMP). Conditions: time 3 hour. The product is O1CCNCC12CCN(CC2)CC=2C=C(CCOCCC(=O)N(C1CCCCC1)CCN(C(OC(C)(C)C)=O)CCC1=CC=C(C3=C1OCC(N3)=O)O[Si](C)(C)C(C)(C)C)C=CC2 (tert-Butyl 2-(3-(3-(1-oxa-4,9-diazaspiro[5.5]undecan-9-ylmethyl)phenethoxy)-N-cyclohexylpropanamido)ethyl(2-(5-(tert-butyldimethylsilyloxy)-3-oxo-3,4-dihydro-2H-benzo[b][1,4]oxazin-8-yl)ethyl)carbamate). Reaction SMILES: [O:1]1[C:6]2([CH2:11][CH2:10][N:9]([CH2:12][C:13]3[CH:14]=[C:15]([CH:54]=[CH:55][CH:56]=3)[CH2:16][CH2:17][O:18][CH2:19][CH2:20][C:21]([N:23]([CH2:30][CH2:31][N:32]([CH2:40][CH2:41][C:42]3[C:47]4[O:48][CH2:49][C:50](=[O:52])[NH:51][C:46]=4[C:45]([OH:53])=[CH:44][CH:43]=3)[C:33](=[O:39])[O:34][C:35]([CH3:38])([CH3:37])[CH3:36])[CH:24]3[CH2:29][CH2:28][CH2:27][CH2:26][CH2:25]3)=[O:22])[CH2:8][CH2:7]2)[CH2:5][NH:4][CH2:3][CH2:2]1.CCN(C(C)C)C(C)C.[Si:66](Cl)([C:69]([CH3:72])([CH3:71])[CH3:70])([CH3:68])[CH3:67].C(=O)(O)[O-].[Na+]>CN1C(=O)CCC1>[O:1]1[C:6]2([CH2:11][CH2:10][N:9]([CH2:12][C:13]3[CH:14]=[C:15]([CH:54]=[CH:55][CH:56]=3)[CH2:16][CH2:17][O:18][CH2:19][CH2:20][C:21]([N:23]([CH2:30][CH2:31][N:32]([CH2:40][CH2:41][C:42]3[C:47]4[O:48][CH2:49][C:50](=[O:52])[NH:51][C:46]=4[C:45]([O:53][Si:66]([C:69]([CH3:72])([CH3:71])[CH3:70])([CH3:68])[CH3:67])=[CH:44][CH:43]=3)[C:33](=[O:39])[O:34][C:35]([CH3:38])([CH3:36])[CH3:37])[CH:24]3[CH2:29][CH2:28][CH2:27][CH2:26][CH2:25]3)=[O:22])[CH2:8][CH2:7]2)[CH2:5][NH:4][CH2:3][CH2:2]1 |f:3.4|. Procedure: tert-Butyl 2-(3-(3-(1-oxa-4,9-diazaspiro[5.5]undecan-9-ylmethyl)phenethoxy)-N-cyclohexylpropanamido)ethyl(2-(5-hydroxy-3-oxo-3,4-dihydro-2H-benzo[b][1,4]oxazin-8-yl)ethyl)carbamate [Examples 81-175, step h] (0.97 g) was dissolved in NMP (10 mL) and treated with Hunig's base (1.0 mL) followed by tert-butyldimethylsilyl chloride (0.45 g). The resulting mixture was stirred at room temperature for 3 hours. The solution was poured into saturated sodium bicarbonate solution and extracted three times w... Starting materials: CCO, N#Cc1ccccc1OC(F)(F)F, NO. Yields the product NC(=NO)c1ccccc1OC(F)(F)F. As a reaction SMILES: [CH3:16][CH2:17][OH:18].[F:3][C:4]([O:5][c:6]1[c:7]([C:8]#[N:9])[cH:10][cH:11][cH:12][cH:13]1)([F:14])[F:15].[NH2:1][OH:2]>>[N:1]([OH:2])=[C:8]([c:7]1[c:6]([O:5][C:4]([F:3])([F:14])[F:15])[cH:13][cH:12][cH:11][cH:10]1)[NH2:9]. Starting materials: NC1=CN=C2N1C=C(C=C2)SC2=CC=CC=C2 (3-amino-6-(phenylthio) imidazo [1,2-a] pyridine), C(Cl)(Cl)Cl (chloroform), COC(=O)Cl (methylchloroformate). Solvent: C(C)N(CC)CC (triethyl amine). Conditions: time 3 hour. Yields the product N=1C=CN2C1C=CC=C2 (imidazo [1,2-a] pyridine). RXN SMILES: N[C:2]1[N:6]2[CH:7]=[C:8](SC3C=CC=CC=3)[CH:9]=[CH:10][C:5]2=[N:4][CH:3]=1.C(Cl)(Cl)Cl.COC(Cl)=O>C(N(CC)CC)C>[N:4]1[CH:3]=[CH:2][N:6]2[CH:7]=[CH:8][CH:9]=[CH:10][C:5]=12. Procedure: A solution of 1.0 g. of 3-amino-6-(phenylthio) imidazo [1,2-a] pyridine in 25 ml. of chloroform containing 0.401 g. of triethyl amine is treated dropwise with 0.378 g. of methylchloroformate. The reaction mixture is stirred for 3 hours at room temperature. The chloroform is removed in vacuo and the residue is triturated with water. The solids are collected by filtration, washed well with water and dried. Recrystallization from dimethylformamide-ethane yields pure 3-(methoxycarbonylamino) 6-pheny...